Dataset: the Open Reaction Database (ORD), a public repository of structured organic reaction records. Task: describe an organic reaction: reactants, conditions, products, and yield The reactants are COc1cc(Br)ccc1-n1cnc(C)c1, Nc1ncn(Cc2cccc(Cl)c2)n1. Product: COc1cc(Nc2ncn(Cc3cccc(Cl)c3)n2)ccc1-n1cnc(C)c1. Reaction SMILES: [Br:1][c:2]1[cH:3][c:4]([O:14][CH3:15])[c:5](-[n:8]2[cH:9][n:10][c:11]([CH3:13])[cH:12]2)[cH:6][cH:7]1.[Cl:16][c:17]1[cH:18][c:19]([CH2:20][n:21]2[n:22][c:23]([NH2:26])[n:24][cH:25]2)[cH:27][cH:28][cH:29]1>>[c:2]1([NH:26][c:23]2[n:22][n:21]([CH2:20][c:19]3[cH:18][c:17]([Cl:16])[cH:29][cH:28][cH:27]3)[cH:25][n:24]2)[cH:3][c:4]([O:14][CH3:15])[c:5](-[n:8]2[cH:9][n:10][c:11]([CH3:13])[cH:12]2)[cH:6][cH:7]1.